This data is from the Open Reaction Database (ORD), a public repository of structured organic reaction records. The task is: describe an organic reaction: reactants, conditions, products, and yield Starting materials: OC1=C(C=CC=C1)CC1(CO1)C (1-(2-hydroxyphenyl)-2-methyl-2,3-epoxypropane). Run in C(Cl)Cl (methylene chloride). Reaction conditions: time 24 hour. The product is OCC1(OC2=C(C1)C=CC=C2)C (2-Hydroxymethyl-2-methyl-2,3-dihydrobenzofuran). Yield: 94.1%. As a reaction SMILES: [OH:1][C:2]1[CH:7]=[CH:6][CH:5]=[CH:4][C:3]=1[CH2:8][C:9]1([CH3:12])[O:11][CH2:10]1>C(Cl)Cl>[OH:11][CH2:10][C:9]1([CH3:12])[CH2:8][C:3]2[CH:4]=[CH:5][CH:6]=[CH:7][C:2]=2[O:1]1. Procedure: A mixture of 1-(2-hydroxyphenyl)-2-methyl-2,3-epoxypropane (52.7 g) and silica (Kieselgel 60; 70-230 mesh) (150 g) in methylene chloride (300 ml) was stirred at room temperature for 24 hours. Removal of the solvent gave a residue of silica and absorbed product and this mixture was stirred with ethyl acetate for 3 hours. After filtration the ethyl acetate filtrate was dried and the solvent evaporated in vacuo to give the desired alcohol 49.6 g. This crude product was dissolved in methylene chlori... Starting materials: CC(C)(C)[O-].[K+] (potassium tert- butylate), ClC1=CC2=C(NC(N2C2=CC(=CC=C2)Cl)=O)C=C1 (5-chloro-3-(3-chlorophenyl)-1,3-dihydro-2H-benzimidazol-2-one), COC1=C(C=CC(=C1)OC)S(=O)(=O)Cl (2,4-dimethoxybenzenesulfonyl chloride). Run in C1CCOC1 (THF), C1CCOC1 (THF). Conditions: temperature -10 celsius, time 30 minute. Product: ClC1=CC2=C(N(C(N2C2=CC(=CC=C2)Cl)=O)S(=O)(=O)C2=C(C=C(C=C2)OC)OC)C=C1 (5-Chloro-3-(3-chlorophenyl)-1,3-dihydro-1-(2,4-dimethoxybenzenesulfonyl)-2H-benzimidazol-2-one). Isolated yield 67.0%. As a reaction SMILES: [Cl:1][C:2]1[CH:18]=[CH:17][C:5]2[NH:6][C:7](=[O:16])[N:8]([C:9]3[CH:14]=[CH:13][CH:12]=[C:11]([Cl:15])[CH:10]=3)[C:4]=2[CH:3]=1.CC([O-])(C)C.[K+].[CH3:25][O:26][C:27]1[CH:32]=[C:31]([O:33][CH3:34])[CH:30]=[CH:29][C:28]=1[S:35](Cl)(=[O:37])=[O:36]>C1COCC1>[Cl:1][C:2]1[CH:18]=[CH:17][C:5]2[N:6]([S:35]([C:28]3[CH:29]=[CH:30][C:31]([O:33][CH3:34])=[CH:32][C:27]=3[O:26][CH3:25])(=[O:37])=[O:36])[C:7](=[O:16])[N:8]([C:9]3[CH:14]=[CH:13][CH:12]=[C:11]([Cl:15])[CH:10]=3)[C:4]=2[CH:3]=1 |f:1.2|. Reported procedure: A solution of 2 g of 5-chloro-3-(3-chlorophenyl)-1,3-dihydro-2H-benzimidazol-2-one in 170 ml of THF is cooled to -40° C. and 0.97 g of potassium tert- butylate is added. The mixture is stirred for 30 minutes at -10° C. and then cooled to -50° C. and a solution of 1.7 g of 2,4-dimethoxybenzenesulfonyl chloride in 70 ml of THF is added. The reaction mixture is stirred for 2 hours, the temperature being allowed to rise to RT, and then concentrated under vacuum. The residue is taken up with water, e... Reported procedure: To 1-acetyl-4-(4-fluoro-2-nitrophenyl)piperazine (10 g) was added 1.2N hydrochloric acid (190 ml) and the mixture was refluxed under heating for 17 hr. The reaction mixture was made alkaline (pH 12) with an aqueous sodium hydroxide solution and extracted with ethyl acetate. The extract was washed with saturated brine and dried over anhydrous magnesium sulfate. The solvent was evaporated to give a red oil. The oil was crystallized from ethyl acetate-isopropyl ether-hexane to give the title compou... As a reaction SMILES: C([N:4]1[CH2:9][CH2:8][N:7]([C:10]2[CH:15]=[CH:14][C:13]([F:16])=[CH:12][C:11]=2[N+:17]([O-:19])=[O:18])[CH2:6][CH2:5]1)(=O)C.[OH-].[Na+]>Cl>[F:16][C:13]1[CH:14]=[CH:15][C:10]([N:7]2[CH2:6][CH2:5][NH:4][CH2:9][CH2:8]2)=[C:11]([N+:17]([O-:19])=[O:18])[CH:12]=1 |f:1.2|. Run in Cl (hydrochloric acid). Starting materials: C(C)(=O)N1CCN(CC1)C1=C(C=C(C=C1)F)[N+](=O)[O-] (1-acetyl-4-(4-fluoro-2-nitrophenyl)piperazine), [OH-].[Na+] (sodium hydroxide). Yield: 66.5%. Product: FC1=CC(=C(C=C1)N1CCNCC1)[N+](=O)[O-] (1-(4-Fluoro-2-nitrophenyl)piperazine). The reactants are Cn1cc(NC(=O)OC(C)(C)C)cc1C(=O)O, [Cl-], CC(C)=C(Cl)N(C)C. Product: Cn1cc(NC(=O)OC(C)(C)C)cc1C(=O)Cl. As a reaction SMILES: [CH3:9][n:10]1[c:11]([C:23](=[O:24])[OH:25])[cH:12][c:13]([NH:15][C:16](=[O:17])[O:18][C:19]([CH3:20])([CH3:21])[CH3:22])[cH:14]1.[Cl-:26].[Cl:1][C:2]([N:3]([CH3:4])[CH3:5])=[C:6]([CH3:7])[CH3:8]>>[Cl:1][C:23]([c:11]1[n:10]([CH3:9])[cH:14][c:13]([NH:15][C:16](=[O:17])[O:18][C:19]([CH3:20])([CH3:21])[CH3:22])[cH:12]1)=[O:25]. The reactants are CCOCC, Cc1ccccc1, NC1CCCCC1, COC(=O)c1c(O)c2ccccc2[nH]c1=O. Product: O=C(NC1CCCCC1)c1c(O)c2ccccc2[nH]c1=O. As a reaction SMILES: [CH3:24][CH2:25][O:26][CH2:27][CH3:28].[CH3:29][c:30]1[cH:31][cH:32][cH:33][cH:34][cH:35]1.[NH2:17][CH:18]1[CH2:19][CH2:20][CH2:21][CH2:22][CH2:23]1.[OH:1][c:2]1[c:3]([C:13]([O:15][CH3:14])=[O:16])[c:4](=[O:12])[nH:5][c:6]2[cH:7][cH:8][cH:9][cH:10][c:11]12>>[OH:1][c:2]1[c:3]([C:13](=[O:15])[NH:17][CH:18]2[CH2:19][CH2:20][CH2:21][CH2:22][CH2:23]2)[c:4](=[O:12])[nH:5][c:6]2[cH:7][cH:8][cH:9][cH:10][c:11]12. Run at time 20 minute. Reactants: ClC1=NC=NC2=CC(=C(C=C12)OC)OCCCN1CCOCC1 (4-chloro-6-methoxy-7-(3-morpholinopropoxy)quinazoline), N1C(CC2=CC=CN=C12)=O (7-azaoxindole), [H-].[Na+] (sodium hydride). Yield: 49.2%. Yields the product N1C(C(C2=CC=CN=C12)C1=NC=NC2=CC(=C(C=C12)OC)OCCCN1CCOCC1)=O (4-(7-azaoxindol-3-yl)-6-methoxy-7-(3-morpholinopropoxy)quinazoline). Run in C1CCOC1 (THF), CN(C)C=O (DMF), C1CCOC1 (THF), C1CCOC1 (THF). Reaction SMILES: [NH:1]1[C:9]2[C:4](=[CH:5][CH:6]=[CH:7][N:8]=2)[CH2:3][C:2]1=[O:10].[H-].[Na+].Cl[C:14]1[C:23]2[C:18](=[CH:19][C:20]([O:26][CH2:27][CH2:28][CH2:29][N:30]3[CH2:35][CH2:34][O:33][CH2:32][CH2:31]3)=[C:21]([O:24][CH3:25])[CH:22]=2)[N:17]=[CH:16][N:15]=1>C1COCC1.CN(C=O)C>[NH:1]1[C:9]2[C:4](=[CH:5][CH:6]=[CH:7][N:8]=2)[CH:3]([C:14]2[C:23]3[C:18](=[CH:19][C:20]([O:26][CH2:27][CH2:28][CH2:29][N:30]4[CH2:31][CH2:32][O:33][CH2:34][CH2:35]4)=[C:21]([O:24][CH3:25])[CH:22]=3)[N:17]=[CH:16][N:15]=2)[C:2]1=[O:10] |f:1.2|. Procedure: A solution of 7-azaoxindole (284 mg, 2.1 mmol), (prepared as described for the starting material in Example 2), in THF (10 mn) was added to a suspension of sodium hydride (112 mg, 2.8 mmol, prewashed with petroleum ether) in THF (6 ml). After stirring for 20 minutes at ambient temperature, a solution of 4-chloro-6-methoxy-7-(3-morpholinopropoxy)quinazoline (238 mg, 0.7 mmol) in a mixture of THF (3 ml) and DMF (1 ml) was added. After stirring for 1 hour at 65° C., the volatiles were removed by ev...